The task is: describe an organic reaction: reactants, conditions, products, and yield. This data is from the Open Reaction Database (ORD), a public repository of structured organic reaction records. The reactants are ClC1(C(NC2=CC=C(C=C12)Cl)=O)C1=C(C=CC=C1)OC (3,5-dichloro-3-(2-methoxyphenyl)-1,3-dihydro-2H-indol-2-one), FC(C(=O)O)(F)F.N[C@H](C(=O)N(C)C)CC1=CNC2=CC=CC=C12 ((2S)-2-amino-3-(1H-indol-3-yl)-N,N-dimethylpropanamide trifluoroacetate). Product: ClC=1C=C2C(C(NC2=CC1)=O)(C1=C(C=CC=C1)OC)N[C@H](C(=O)N(C)C)CC1=CNC2=CC=CC=C12 ((2S)-2-{[5-chloro-3-(2-methoxyphenyl)-2-oxo-2,3-dihydro-1H-indol-3-yl]amino}-3-(1H-indol-3-yl)-N,N-dimethylpropanamide). RXN SMILES: Cl[C:2]1([C:13]2[CH:18]=[CH:17][CH:16]=[CH:15][C:14]=2[O:19][CH3:20])[C:10]2[C:5](=[CH:6][CH:7]=[C:8]([Cl:11])[CH:9]=2)[NH:4][C:3]1=[O:12].FC(F)(F)C(O)=O.[NH2:28][C@@H:29]([CH2:35][C:36]1[C:44]2[C:39](=[CH:40][CH:41]=[CH:42][CH:43]=2)[NH:38][CH:37]=1)[C:30]([N:32]([CH3:34])[CH3:33])=[O:31]>>[Cl:11][C:8]1[CH:9]=[C:10]2[C:5](=[CH:6][CH:7]=1)[NH:4][C:3](=[O:12])[C:2]2([NH:28][C@@H:29]([CH2:35][C:36]1[C:44]2[C:39](=[CH:40][CH:41]=[CH:42][CH:43]=2)[NH:38][CH:37]=1)[C:30]([N:32]([CH3:34])[CH3:33])=[O:31])[C:13]1[CH:18]=[CH:17][CH:16]=[CH:15][C:14]=1[O:19][CH3:20] |f:1.2|. Reported procedure: With 2.02 g of 3,5-dichloro-3-(2-methoxyphenyl)-1,3-dihydro-2H-indol-2-one and the compound obtained in Step 72-2 (7.54 mmol, crude form) as starting materials, respectively 0.96 g (Isomer A, colorless solid) and 1.64 g (Isomer B, pale brownish red amorphous) of two species of diastereoisomers of the title compound were obtained by a similar method to Step 4-2. Starting materials: CS(C)=O, N#Cc1ccc(Cl)c(Cl)c1, [F-], [K+]. Yields the product N#Cc1ccc(F)c(Cl)c1. Reaction SMILES: [CH3:13][S:14]([CH3:15])=[O:16].[Cl:1][c:2]1[cH:3][c:4]([C:5]#[N:6])[cH:7][cH:8][c:9]1[Cl:10].[F-:11].[K+:12]>>[Cl:1][c:2]1[cH:3][c:4]([C:5]#[N:6])[cH:7][cH:8][c:9]1[F:11]. Reactants: NC1=C2N=CN(C2=NC(=N1)I)[C@H]1[C@@H]([C@@H]([C@H](O1)C(=O)NCC)O)O ([(2S,3S,4R,5R)-5-(6-amino-2-iodopurin-9-yl)-3,4-dihydroxyoxolan-2-yl]-N-ethylcarboxamide), C(C#C)C1CCC(CC1)C(=O)OC (Methyl 4-prop-2-ynylcyclohexanecarboxylate). The reagents and catalysts are [Cu]I (CuI), C=1C=CC(=CC1)[P](C=2C=CC=CC2)(C=3C=CC=CC3)[Pd]([P](C=4C=CC=CC4)(C=5C=CC=CC5)C=6C=CC=CC6)([P](C=7C=CC=CC7)(C=8C=CC=CC8)C=9C=CC=CC9)[P](C=1C=CC=CC1)(C=1C=CC=CC1)C=1C=CC=CC1 (Pd(PPh3)4). The solvent is TEA, C(C)#N (acetonitrile). Run at temperature 70 celsius, time 24 hour. Product: CCNC(=O)[C@@H]1[C@H]([C@H]([C@@H](O1)N2C=NC3=C2N=C(N=C3N)C#CCC4CCC(CC4)C(=O)OC)O)O (DWH-146e). Yield: 24.0%. As a reaction SMILES: [NH2:1][C:2]1[N:10]=[C:9](I)[N:8]=[C:7]2[C:3]=1[N:4]=[CH:5][N:6]2[C@@H:12]1[O:16][C@H:15]([C:17]([NH:19][CH2:20][CH3:21])=[O:18])[C@@H:14]([OH:22])[C@H:13]1[OH:23].[CH2:24]([CH:27]1[CH2:32][CH2:31][CH:30]([C:33]([O:35][CH3:36])=[O:34])[CH2:29][CH2:28]1)[C:25]#[CH:26]>C(#N)C.[Cu]I.C1C=CC([P]([Pd]([P](C2C=CC=CC=2)(C2C=CC=CC=2)C2C=CC=CC=2)([P](C2C=CC=CC=2)(C2C=CC=CC=2)C2C=CC=CC=2)[P](C2C=CC=CC=2)(C2C=CC=CC=2)C2C=CC=CC=2)(C2C=CC=CC=2)C2C=CC=CC=2)=CC=1>[CH3:21][CH2:20][NH:19][C:17]([C@H:15]1[O:16][C@@H:12]([N:6]2[C:7]3[N:8]=[C:9]([C:26]#[C:25][CH2:24][CH:27]4[CH2:32][CH2:31][CH:30]([C:33]([O:35][CH3:36])=[O:34])[CH2:29][CH2:28]4)[N:10]=[C:2]([NH2:1])[C:3]=3[N:4]=[CH:5]2)[C@H:13]([OH:23])[C@@H:14]1[OH:22])=[O:18] |^1:45,47,66,85|. Procedure: To a degassed solution of 25 mg (0.063 mmol) of [(2S,3S,4R,5R)-5-(6-amino-2-iodopurin-9-yl)-3,4-dihydroxyoxolan-2-yl]-N-ethylcarboxamide (6.9), 16.9 mg (0.094 mmol) (5.5), and 0.75 mg CuI in 5 mL each of TEA and acetonitrile was added 15 mg of Pd(PPh3)4. The solution was stirred for 24 hours at 70° C. after which time the solution was filtered through celite and chromatographed on silica gel with MeOH-CHCl3 (5:95) to give DWH-146e (24%). Reactants: [N+](=O)([O-])C=1C(N(C=C(C1)[N+](=O)[O-])C)=O (3,5-Dinitro-1-methyl-2-pyridone), N (ammonia), CO (methanol), C(C1=CC=CC=C1)N1CCC(CC1)=O (1-benzyl-4-piperidone). Run at temperature 60 celsius. Yields the product C(C1=CC=CC=C1)N1CC=2C=C(C=NC2CC1)[N+](=O)[O-] (6-Benzyl-3-nitro-5,6,7,8-tetrahydro[1,6]naphthyridine). Isolated yield 92.8%. RXN SMILES: [N+]([C:4]1[C:5](=O)[N:6](C)[CH:7]=[C:8]([N+:10]([O-:12])=[O:11])[CH:9]=1)([O-])=O.N.CO.[CH2:18]([N:25]1[CH2:30]CC(=O)[CH2:27][CH2:26]1)[C:19]1[CH:24]=[CH:23][CH:22]=[CH:21][CH:20]=1>>[CH2:18]([N:25]1[CH2:26][CH2:27][C:5]2[N:6]=[CH:7][C:8]([N+:10]([O-:12])=[O:11])=[CH:9][C:4]=2[CH2:30]1)[C:19]1[CH:24]=[CH:23][CH:22]=[CH:21][CH:20]=1. Procedure: 3,5-Dinitro-1-methyl-2-pyridone (1.99 g; 10 mmol) [prepared according to E. Matsumura, M. Ariga and Y. Tohda, Bull. Chem. Soc. Japan, 1979, 52, 2413 ] was added to a solution of ammonia in methanol (1.1M; 100 ml; 110 mmol) and then treated with 1-benzyl-4-piperidone (2.27 g; 12 mmol). The resulting mixture was heated at 60° C. for 5 h, cooled to room temperature and evaporated to dryness in vacuo. The residue was purified by chromatography through SiO2 eluting with 50% ethyl acetate/60-80° pet. ... Starting materials: BrCCBr, CCO, COC(=O)C(Cc1ccc(O)cc1)Nc1ccccc1C(=O)c1ccc(C(C)(C)C)cc1, [K+], [OH-]. Product: COC(=O)C(Cc1ccc(OCCBr)cc1)Nc1ccccc1C(=O)c1ccc(C(C)(C)C)cc1. Reaction SMILES: [Br:35][CH2:36][CH2:37][Br:38].[CH3:39][CH2:40][OH:41].[CH3:3][O:4][C:5]([CH:6]([CH2:7][c:8]1[cH:9][cH:10][c:11]([OH:14])[cH:12][cH:13]1)[NH:15][c:16]1[c:17]([C:22]([c:23]2[cH:24][cH:25][c:26]([C:29]([CH3:30])([CH3:31])[CH3:32])[cH:27][cH:28]2)=[O:33])[cH:18][cH:19][cH:20][cH:21]1)=[O:34].[K+:2].[OH-:1]>>[CH3:3][O:4][C:5]([CH:6]([CH2:7][c:8]1[cH:9][cH:10][c:11]([O:14][CH2:37][CH2:36][Br:35])[cH:12][cH:13]1)[NH:15][c:16]1[c:17]([C:22]([c:23]2[cH:24][cH:25][c:26]([C:29]([CH3:30])([CH3:31])[CH3:32])[cH:27][cH:28]2)=[O:33])[cH:18][cH:19][cH:20][cH:21]1)=[O:34]. The reactants are COC(NCCC1=CC=C(C=C1)[N+](=O)[O-])=O (methyl[2-(4-nitrophenyl)ethyl]carbamate), CC(C)(C)[O-].[K+] (KOtBu), CI (MeI). Solvent: C1CCOC1 (THF), O (water). Reaction conditions: time 12 hour. Product: CN(C(OC)=O)CCC1=CC=C(C=C1)[N+](=O)[O-] (methyl methyl[2-(4-nitrophenyl)ethyl]carbamate), solid. Isolated yield 67.2%. RXN SMILES: [CH3:1][O:2][C:3](=[O:16])[NH:4][CH2:5][CH2:6][C:7]1[CH:12]=[CH:11][C:10]([N+:13]([O-:15])=[O:14])=[CH:9][CH:8]=1.[CH3:17]C([O-])(C)C.[K+].CI>C1COCC1.O>[CH3:17][N:4]([CH2:5][CH2:6][C:7]1[CH:12]=[CH:11][C:10]([N+:13]([O-:15])=[O:14])=[CH:9][CH:8]=1)[C:3](=[O:16])[O:2][CH3:1] |f:1.2|. Procedure: To a stirred solution of methyl[2-(4-nitrophenyl)ethyl]carbamate (224 mg, 1 mmol) in THF (2 mL) was added KOtBu (201 mg, 1.8 mmol) and MeI (256 mg, 1.8 mmol) sequentially. The reaction mixture was stirred for 12 hours at room temperature. The reaction was diluted with water (5 mL), extracted with EtOAc (2×15 mL), washed with water (5 mL), dried (MgSO4), filtered and concentrated under reduced pressure. Silica gel chromatography (60% ethyl acetate/hexane) afforded the title compound as a semi sol...